This data is from the Open Reaction Database (ORD), a public repository of structured organic reaction records. The task is: describe an organic reaction: reactants, conditions, products, and yield The reactants are C(C)(C)(C)OC(N[C@@H](C(C)C)C(N[C@@H](CC(C)C)B1O[C@]2([C@@H]3C([C@H](C[C@H]2O1)C3)(C)C)C)=O)=O ({(S)-2-Methyl-1-[(R)-3-methyl-1-((1S,2S,6R,8S)-2,9,9-trimethyl-3,5-dioxa-4-bora-tricyclo[6.1.1.02,6]-dec-4-yl)-butylcarbamoyl]-propyl}-carbamic acid tert-butyl ester), example 1 ( c ), C(=O)(OC(C)(C)C)N[C@H](C(C)C)C(=O)O (Boc-D-valine). Product: C(C)(C)(C)OC(N[C@H](C(C)C)C(N[C@@H](CC(C)C)B1O[C@]2([C@@H]3C([C@H](C[C@H]2O1)C3)(C)C)C)=O)=O ({(R)-2-Methyl-1-[(R)-3-methyl-1-((1S,2S,6R,8S)-2,9,9-trimethyl-3,5-dioxa-4-bora-tricyclo[6.1.1.02,6]dec-4-yl)-butylcarbamoyl]-propyl}-carbamic acid tert-butyl ester). Reaction SMILES: [C:1]([O:5][C:6](=[O:33])[NH:7][C@H:8]([C:12](=[O:32])[NH:13][C@H:14]([B:19]1[O:27][C@H:26]2[C@:21]([CH3:31])([C@H:22]3[CH2:28][C@@H:24]([CH2:25]2)[C:23]3([CH3:30])[CH3:29])[O:20]1)[CH2:15][CH:16]([CH3:18])[CH3:17])[CH:9]([CH3:11])[CH3:10])([CH3:4])([CH3:3])[CH3:2].C(N[C@@H](C(O)=O)C(C)C)(OC(C)(C)C)=O>>[C:1]([O:5][C:6](=[O:33])[NH:7][C@@H:8]([C:12](=[O:32])[NH:13][C@H:14]([B:19]1[O:27][C@H:26]2[C@:21]([CH3:31])([C@H:22]3[CH2:28][C@@H:24]([CH2:25]2)[C:23]3([CH3:29])[CH3:30])[O:20]1)[CH2:15][CH:16]([CH3:18])[CH3:17])[CH:9]([CH3:11])[CH3:10])([CH3:3])([CH3:4])[CH3:2]. Reported procedure: The title compound is prepared as described for {(S)-2-Methyl-1-[(R)-3-methyl-1-((1S,2S,6R,8S)-2,9,9-trimethyl-3,5-dioxa-4-bora-tricyclo[6.1.1.02,6]-dec-4-yl)-butylcarbamoyl]-propyl}-carbamic acid tert-butyl ester (example 1 (c)) but using Boc-D-valine (Fluka). Starting materials: FC1=C2C=CC=NC2=CC(=C1C(C(=O)NN)C)F (2-(5,7-difluoro-quinolin-6-yl)-propionic acid hydrazide), ClC=1N=NC(=CC1)Cl (3,6-dichloropyridazine). The solvent is C(CCC)O (butan-1-ol). The product is ClC=1C=CC=2N(N1)C(=NN2)C(C)C=2C(=C1C=CC=NC1=CC2F)F (6-[1-(6-Chloro-[1,2,4]triazolo[4,3-b]pyridazin-3-yl)-ethyl]-5,7-difluoro-quinoline). As a reaction SMILES: [F:1][C:2]1[C:11]([CH:12]([CH3:17])[C:13]([NH:15][NH2:16])=O)=[C:10]([F:18])[CH:9]=[C:8]2[C:3]=1[CH:4]=[CH:5][CH:6]=[N:7]2.[Cl:19][C:20]1[N:21]=[N:22][C:23](Cl)=[CH:24][CH:25]=1>C(O)CCC>[Cl:19][C:20]1[CH:25]=[CH:24][C:23]2[N:15]([C:13]([CH:12]([C:11]3[C:2]([F:1])=[C:3]4[C:8](=[CH:9][C:10]=3[F:18])[N:7]=[CH:6][CH:5]=[CH:4]4)[CH3:17])=[N:21][N:22]=2)[N:16]=1. Procedure: A solution of 2-(5,7-difluoro-quinolin-6-yl)-propionic acid hydrazide (2.404 g, 9.404 mmol) and 3,6-dichloropyridazine (2.138 g, 14.35 mmol) in butan-1-ol (60 mL) was stirred at 135° C. in a sealed tube overnight. Solvent was removed under reduced pressure, and the residue was purified by column chromatography to afford 1.476 g (45% for two steps) of the title compound as a pale yellow solid. 1H-NMR (400 MHz, DMSO-d6) δ ppm 8.93 (dd, 1H), 8.36 (dd, 1H), 8.07 (d, 1H), 7.62 (dd, 1H), 7.43 (dd, 1H)...